Dataset: the Open Reaction Database (ORD), a public repository of structured organic reaction records. Task: describe an organic reaction: reactants, conditions, products, and yield Reactants: C(C)OC(=O)C=1C(=NC(=NC1)Cl)NC1=CC(=CC=C1)C(C)O (2-Chloro-4-{[3-(1-hydroxyethyl)phenyl]amino}pyrimidine-5-carboxylic acid ethyl ester), [OH-].[Na+] (sodium hydroxide), C(C)(C)N(CC)C(C)C (diisopropylethylamine), Cl.ClC=1C=C(C=C(C1O)Cl)CCN (2-(3,5-dichloro-4-hydroxyphenyl)ethylamine hydrochloride). The solvent is CN1CCCC1=O (NMP), CO.C1CCOC1 (methanol THF). Yields the product ClC=1C=C(C=C(C1O)Cl)CCNC1=NC=C(C(=N1)NC1=CC(=CC=C1)C(C)O)C(=O)O (2-{[2-(3,5-dichloro-4-hydroxyphenyl)ethyl]amino}-4-{[3-(1-hydroxyethyl)phenyl]amino}pyrimidine-5-carboxylic acid). RXN SMILES: C([O:3][C:4]([C:6]1[C:7]([NH:13][C:14]2[CH:19]=[CH:18][CH:17]=[C:16]([CH:20]([OH:22])[CH3:21])[CH:15]=2)=[N:8][C:9](Cl)=[N:10][CH:11]=1)=[O:5])C.Cl.[Cl:24][C:25]1[CH:26]=[C:27]([CH2:33][CH2:34][NH2:35])[CH:28]=[C:29]([Cl:32])[C:30]=1[OH:31].C(N(C(C)C)CC)(C)C.[OH-].[Na+]>CN1C(=O)CCC1.CO.C1COCC1>[Cl:24][C:25]1[CH:26]=[C:27]([CH2:33][CH2:34][NH:35][C:9]2[N:8]=[C:7]([NH:13][C:14]3[CH:19]=[CH:18][CH:17]=[C:16]([CH:20]([OH:22])[CH3:21])[CH:15]=3)[C:6]([C:4]([OH:3])=[O:5])=[CH:11][N:10]=2)[CH:28]=[C:29]([Cl:32])[C:30]=1[OH:31] |f:1.2,4.5,7.8|. Procedure details: 2-Chloro-4-{[3-(1-hydroxyethyl)phenyl]amino}pyrimidine-5-carboxylic acid ethyl ester synthesized in accordance with the method described in WO 99/31073 and 2-(3,5-dichloro-4-hydroxyphenyl)ethylamine hydrochloride were allowed to undergo the reaction at 80 to 90° C. in NMP in the presence of diisopropylethylamine, and the resulting compound was allowed to react with 1 M sodium hydroxide aqueous solution under heating in a mixed methanol-THF solution to obtain 2-{[2-(3,5-dichloro-4-hydroxyphenyl)e... Starting materials: C(C)(C)(C)C=1N=C(SC1)N (4-tert-butyl-1,3-thiazol-2-ylamine), ClC=1C(=C(C=CC1)S(=O)(=O)Cl)C (3-chloro-2-methylbenzenesulfonyl chloride), ( 344.0408 ). The product is C(C)(C)(C)C=1N=C(SC1)NS(=O)(=O)C1=C(C(=CC=C1)Cl)C (N-(4-Tert-butyl-1,3-thiazol-2-yl)-3-chloro-2-methylbenzenesulfonamide). The yield is 40.0%. Reaction SMILES: [C:1]([C:5]1[N:6]=[C:7]([NH2:10])[S:8][CH:9]=1)([CH3:4])([CH3:3])[CH3:2].[Cl:11][C:12]1[C:13]([CH3:22])=[C:14]([S:18](Cl)(=[O:20])=[O:19])[CH:15]=[CH:16][CH:17]=1>>[C:1]([C:5]1[N:6]=[C:7]([NH:10][S:18]([C:14]2[CH:15]=[CH:16][CH:17]=[C:12]([Cl:11])[C:13]=2[CH3:22])(=[O:19])=[O:20])[S:8][CH:9]=1)([CH3:4])([CH3:3])[CH3:2]. Reported procedure: The title compound was prepared from 4-tert-butyl-1,3-thiazol-2-ylamine (METHOD H) and 3-chloro-2-methylbenzenesulfonyl chloride according to METHOD A, white foam, 273 mg (40% yield). mp 178° C.; HRMS Calcd (found) for C14H17ClN2O2S2 m/z 344.0420 (344.0408).